This data is from the Open Reaction Database (ORD), a public repository of structured organic reaction records. The task is: describe an organic reaction: reactants, conditions, products, and yield The solvent is C(C)O (ethanol). The reactants are ( b ), C(C1=CC=CC=C1)OC1=C(OC2=C(C=C(C=C2)S(=O)(=O)NCCCN2C=NC=C2)F)C=CC(=C1)CC (4-(2-Benzyloxy-4-ethyl-phenoxy)-3-fluoro-N-(3-imidazol-1-yl-propyl)-benzenesulfonamide), O1CCCC1 (tetrahydrofurane). Yield: 42.3%. Reported procedure: According to the procedure of example 20 (b) except substituting 4-ethyl-2-methoxy-1-[4-nitro-2-(trifluoromethyl) phenoxy]benzene for 4-(2-Benzyloxy-4-ethyl-phenoxy)-3-fluoro-N-(3-imidazol-1-yl-propyl)-benzenesulfonamide (160 mg; 0.31 mmol) and tetrahydrofurane for ethanol (3 mL), the title compound (55 mg; 42%) was obtained as a clear oil, after purification via preparative TLC (dichloromethane/methanol/triethylamine) Product: C(C)C1=CC(=C(OC2=C(C=C(C=C2)S(=O)(=O)NCCCN2C=NC=C2)F)C=C1)O (4-(4-Ethyl-2-hydroxy-phenoxy)-3-fluoro-N-(3-imidazol-1-yl-propyl)-benzenesulfonamide). Reaction SMILES: C([O:8][C:9]1[CH:34]=[C:33]([CH2:35][CH3:36])[CH:32]=[CH:31][C:10]=1[O:11][C:12]1[CH:17]=[CH:16][C:15]([S:18]([NH:21][CH2:22][CH2:23][CH2:24][N:25]2[CH:29]=[CH:28][N:27]=[CH:26]2)(=[O:20])=[O:19])=[CH:14][C:13]=1[F:30])C1C=CC=CC=1.O1CCCC1>C(O)C>[CH2:35]([C:33]1[CH:32]=[CH:31][C:10]([O:11][C:12]2[CH:17]=[CH:16][C:15]([S:18]([NH:21][CH2:22][CH2:23][CH2:24][N:25]3[CH:29]=[CH:28][N:27]=[CH:26]3)(=[O:20])=[O:19])=[CH:14][C:13]=2[F:30])=[C:9]([OH:8])[CH:34]=1)[CH3:36]. Reactants: C1(CC1)C=1C(=CC2=C(C(=C(O2)C2=CC=C(C=C2)F)C=2NC=C(N2)C)C1)N(S(=O)(=O)C)CC1=CC=C(C=C1)OC (N-[5-cyclopropyl-2-(4-fluorophenyl)-3-(4-methyl-1H-imidazol-2-yl)-1-benzofuran-6-yl]-N-(4-methoxybenzyl)methanesulfonamide), FC(C(=O)O)(F)F (trifluoroacetic acid). Run in C(Cl)Cl (CH2Cl2). The product is C1(CC1)C=1C(=CC2=C(C(=C(O2)C2=CC=C(C=C2)F)C=2NC=C(N2)C)C1)NS(=O)(=O)C (N-[5-cyclopropyl-2-(4-fluorophenyl)-3-(4-methyl-1H-imidazol-2-yl)-1-benzofuran-6-yl]methanesulfonamide), solid. The yield is 35.0%. RXN SMILES: [CH:1]1([C:4]2[C:5]([N:26](CC3C=CC(OC)=CC=3)[S:27]([CH3:30])(=[O:29])=[O:28])=[CH:6][C:7]3[O:11][C:10]([C:12]4[CH:17]=[CH:16][C:15]([F:18])=[CH:14][CH:13]=4)=[C:9]([C:19]4[NH:20][CH:21]=[C:22]([CH3:24])[N:23]=4)[C:8]=3[CH:25]=2)[CH2:3][CH2:2]1.FC(F)(F)C(O)=O>C(Cl)Cl>[CH:1]1([C:4]2[C:5]([NH:26][S:27]([CH3:30])(=[O:28])=[O:29])=[CH:6][C:7]3[O:11][C:10]([C:12]4[CH:17]=[CH:16][C:15]([F:18])=[CH:14][CH:13]=4)=[C:9]([C:19]4[NH:20][CH:21]=[C:22]([CH3:24])[N:23]=4)[C:8]=3[CH:25]=2)[CH2:2][CH2:3]1. Procedure: The title compound was prepared according to the procedure described in Example 1O using the compound prepared in Example 2B, (0.64 g, 1.17 mmol) and 20% trifluoroacetic acid in CH2Cl2. The title compound was isolated as a yellow solid (0.18 g, 35%). MS (ESI+) m/z 426 (M+H)+.